Dataset: the Open Reaction Database (ORD), a public repository of structured organic reaction records. Task: describe an organic reaction: reactants, conditions, products, and yield The product is COC(C1=C(C(=CC=C1)OCC(C1CCCCC1)N1C(=NC2=C1C=C(C(=C2)F)F)C2=CC=C(C=C2)Cl)C)=O (3-{2-[2-(4-Chloro-phenyl)-5,6-difluoro-benzoimidazol-1-yl]-2-cyclohexyl-ethoxy}-2-methyl-benzoic acid methyl ester). RXN SMILES: [Cl:1][C:2]1[CH:7]=[CH:6][C:5]([C:8]2[N:12]([CH:13]([CH:16]3[CH2:21][CH2:20][CH2:19][CH2:18][CH2:17]3)[CH2:14][OH:15])[C:11]3[CH:22]=[C:23]([F:27])[C:24]([F:26])=[CH:25][C:10]=3[N:9]=2)=[CH:4][CH:3]=1.O[C:29]1[C:30]([CH3:39])=[C:31]([CH:36]=[CH:37][CH:38]=1)[C:32]([O:34][CH3:35])=[O:33].N(C(OC(C)(C)C)=O)=NC(OC(C)(C)C)=O>>[CH3:35][O:34][C:32](=[O:33])[C:31]1[CH:36]=[CH:37][CH:38]=[C:29]([O:15][CH2:14][CH:13]([N:12]2[C:11]3[CH:22]=[C:23]([F:27])[C:24]([F:26])=[CH:25][C:10]=3[N:9]=[C:8]2[C:5]2[CH:6]=[CH:7][C:2]([Cl:1])=[CH:3][CH:4]=2)[CH:16]2[CH2:17][CH2:18][CH2:19][CH2:20][CH2:21]2)[C:30]=1[CH3:39]. Starting materials: solid, ClC1=CC=C(C=C1)C1=NC2=C(N1C(CO)C1CCCCC1)C=C(C(=C2)F)F (2-[2-(4-chloro-phenyl)-5,6-difluoro-benzoimidazol-1-yl]-2-cyclohexyl-ethanol), OC=1C(=C(C(=O)OC)C=CC1)C (methyl 3-hydroxy-2-methylbenzoate), N(=NC(=O)OC(C)(C)C)C(=O)OC(C)(C)C (di-tert-butyl azodicarboxylate). Procedure: The title compound was prepared in analogy to Example 4, intermediate, from 2-[2-(4-chloro-phenyl)-5,6-difluoro-benzoimidazol-1-yl]-2-cyclohexyl-ethanol (Ex. 1, int. c) and methyl 3-hydroxy-2-methylbenzoate (commercially available) and replacing di-ethyl azodicarboxylate by di-tert-butyl azodicarboxylate. White solid (9%). MS (Turbo Spray): m/z=539.2 [M+H].